describe an organic reaction: reactants, conditions, products, and yield From a dataset of the Open Reaction Database (ORD), a public repository of structured organic reaction records. Starting materials: O=C([O-])O, CCCCSc1nc(N)c(C#N)s1, ClCCl, O=C(OO)c1cccc(Cl)c1, [Na+], O. Yields the product CCCCS(=O)(=O)c1nc(N)c(C#N)s1. Reaction SMILES: [C:25](=[O:26])([OH:27])[O-:28].[CH2:12]([CH2:13][CH2:14][CH3:15])[S:16][c:17]1[s:18][c:19]([C:23]#[N:24])[c:20]([NH2:22])[n:21]1.[CH2:31]([Cl:32])[Cl:33].[Cl:1][c:2]1[cH:3][cH:4][cH:5][c:6]([C:7]([O:8][OH:10])=[O:9])[cH:11]1.[Na+:29].[OH2:30]>>[O:9]=[S:16]([CH2:12][CH2:13][CH2:14][CH3:15])([c:17]1[s:18][c:19]([C:23]#[N:24])[c:20]([NH2:22])[n:21]1)=[O:30]. The reactants are NCCN1CCN(CC1)C1=CC=CC=2OCCOC21 (1-(2-amino-1-ethyl)-4-(1,4-benzodioxan-5-yl)piperazine), BrCC=O (bromoacetaldehyde), [I-].[K+] (potassium iodide), C([O-])([O-])=O.[K+].[K+] (potassium carbonate), O1CCOCC1 (1,4-dioxan). Solvent: O (Water), C(C)(=O)OCC.CO (ethyl acetate methanol). Product: O1CCOC2=C1C=CC=C2N2CCN(CC2)CCNCC(OC)OC (1-(1,4-benzodioxan-5-yl)-4-[2-(2,2-dimethoxy-1-ethylamino)-1-ethyl]piperazine), oil. RXN SMILES: [NH2:1][CH2:2][CH2:3][N:4]1[CH2:9][CH2:8][N:7]([C:10]2[C:19]3[O:18][CH2:17][CH2:16][O:15][C:14]=3[CH:13]=[CH:12][CH:11]=2)[CH2:6][CH2:5]1.BrC[CH:22]=[O:23].[I-].[K+].C(=O)([O-])[O-].[K+].[K+].O1[CH2:37][CH2:36][O:35][CH2:34]C1>C(OCC)(=O)C.CO.O>[O:15]1[C:14]2[CH:13]=[CH:12][CH:11]=[C:10]([N:7]3[CH2:6][CH2:5][N:4]([CH2:3][CH2:2][NH:1][CH2:37][CH:36]([O:35][CH3:34])[O:23][CH3:22])[CH2:9][CH2:8]3)[C:19]=2[O:18][CH2:17][CH2:16]1 |f:2.3,4.5.6,8.9|. Reported procedure: A mixture of 1-(2-amino-1-ethyl)-4-(1,4-benzodioxan-5-yl)piperazine (9.1 g), bromoacetaldehyde dimethylacetale (6.5 g), potassium iodide (0.5 g), and potassium carbonate (4.8 g) in 1,4-dioxan (200 ml) was refluxed for 16 h. Water was added followed by extraction with ethyl acetate. The organic phase was concentrated in vacuo leaving an oil which was applied to a silica gel column (eluent: ethyl acetate/methanol=1:3). The product, 1-(1,4-benzodioxan-5-yl)-4-[2-(2,2-dimethoxy-1-ethylamino)-1-ethyl... Starting materials: O=C([O-])[O-], CN(C)C=O, COc1cc(CCl)ccc1OCc1nc(-c2ccccc2)oc1C, Cl, [K+], [K+], CCOC(=O)c1cn(-c2ccccc2)nc1O. The product is CCOC(=O)c1cn(-c2ccccc2)nc1OCc1ccc(OCc2nc(-c3ccccc3)oc2C)c(OC)c1. Reaction SMILES: [C:42](=[O:43])([O-:44])[O-:45].[CH3:49][N:50]([CH3:51])[CH:52]=[O:53].[Cl:18][CH2:19][c:20]1[cH:21][c:22]([O:40][CH3:41])[c:23]([O:24][CH2:25][c:26]2[n:27][c:28](-[c:32]3[cH:33][cH:34][cH:35][cH:36][cH:37]3)[o:29][c:30]2[CH3:31])[cH:38][cH:39]1.[ClH:48].[K+:46].[K+:47].[OH:1][c:2]1[n:3][n:4](-[c:12]2[cH:13][cH:14][cH:15][cH:16][cH:17]2)[cH:5][c:6]1[C:7](=[O:8])[O:9][CH2:10][CH3:11]>>[O:1]([c:2]1[n:3][n:4](-[c:12]2[cH:13][cH:14][cH:15][cH:16][cH:17]2)[cH:5][c:6]1[C:7](=[O:8])[O:9][CH2:10][CH3:11])[CH2:19][c:20]1[cH:21][c:22]([O:40][CH3:41])[c:23]([O:24][CH2:25][c:26]2[n:27][c:28](-[c:32]3[cH:33][cH:34][cH:35][cH:36][cH:37]3)[o:29][c:30]2[CH3:31])[cH:38][cH:39]1. Starting materials: C(CC1=CC=CC=C1)C1CNCCC1 (3-phenethyl-piperidine), C(C)(=O)O (acetic acid), C(C)(=O)O[BH-](OC(C)=O)OC(C)=O.[Na+] (sodium triacetoxyborohydride), C(=O)C1=CC=C(OC2=NC=C(C(=O)N)C=C2)C=C1 (6-(4-Formyl-phenoxy)-nicotinamide), C(=O)C1=CC=C(OC2=NC=C(C(=O)N)C=C2)C=C1 (6-(4-Formyl-phenoxy)-nicotinamide). Solvent: C(Cl)Cl (methylene chloride), CO (methanol), ClCCCl (1,2-dichloroethane). The product is C(CC1=CC=CC=C1)C1CN(CCC1)CC1=CC=C(OC2=NC=C(C(=O)N)C=C2)C=C1 ((±)-6-[4-(3-Phenethyl-piperidin-1-ylmethyl)-phenoxy]-nicotinamide). The yield is 49.1%. Reaction SMILES: [CH2:1]([CH:9]1[CH2:14][CH2:13][CH2:12][NH:11][CH2:10]1)[CH2:2][C:3]1[CH:8]=[CH:7][CH:6]=[CH:5][CH:4]=1.[CH:15]([C:17]1[CH:32]=[CH:31][C:20]([O:21][C:22]2[CH:30]=[CH:29][C:25]([C:26]([NH2:28])=[O:27])=[CH:24][N:23]=2)=[CH:19][CH:18]=1)=O.C(O[BH-](OC(=O)C)OC(=O)C)(=O)C.[Na+].C(O)(=O)C>ClCCCl.CO.C(Cl)Cl>[CH2:1]([CH:9]1[CH2:14][CH2:13][CH2:12][N:11]([CH2:15][C:17]2[CH:32]=[CH:31][C:20]([O:21][C:22]3[CH:30]=[CH:29][C:25]([C:26]([NH2:28])=[O:27])=[CH:24][N:23]=3)=[CH:19][CH:18]=2)[CH2:10]1)[CH2:2][C:3]1[CH:8]=[CH:7][CH:6]=[CH:5][CH:4]=1 |f:2.3|. Procedure: Using a method similar to Example 345, using 3-phenethyl-piperidine (0.0789 g, 0.417 mmol), 6-(4-formyl-phenoxy)-nicotinamide (compound of example 332, step 1) (0.101 g, 0.417 mmol), sodium triacetoxyborohydride (0.129 g, 0.610 mmol), and acetic acid (0.038 mL, 0.664 mmol) in 1,2-dichloroethane (8.0 mL) provides, after silica gel chromatography (25:1→8:1 methylene chloride:methanol), 0.085 g (49%) of the title compound as a white foam: high resolution mass spectrum (electrospray): m/z calc for C... Reactants: ClC1=NC2=C(N1CCCC(=O)OCC)C(=CC=C2Cl)C(CC)CC (Ethyl 4-[2,4-dichloro-7-(1-ethylpropyl)-1H-benzimidazol-1-yl]butanoate), CC1=NOC(=C1N)C (3,5-dimethylisoxazol-4-amine), O.C1(=CC=C(C=C1)S(=O)(=O)O)C (p-toluenesulfonic acid monohydrate). The solvent is CN1C(CCC1)=O (1-methyl-2-pyrrolidinone), C(C)(=O)OCC (ethyl acetate). Run at temperature 130 celsius, time 16 hour. The product is ClC1=CC=C(C=2N(C(=NC21)NC=2C(=NOC2C)C)CCCC(=O)OCC)C(CC)CC (Ethyl 4-{4-chloro-2-[(3,5-dimethylisoxazol-4-yl)amino]-7-(1-ethylpropyl)-1H-benzimidazol-1-yl}butanoate). Yield: 50.0%. Reaction SMILES: Cl[C:2]1[N:6]([CH2:7][CH2:8][CH2:9][C:10]([O:12][CH2:13][CH3:14])=[O:11])[C:5]2[C:15]([CH:20]([CH2:23][CH3:24])[CH2:21][CH3:22])=[CH:16][CH:17]=[C:18]([Cl:19])[C:4]=2[N:3]=1.[CH3:25][C:26]1[C:30]([NH2:31])=[C:29]([CH3:32])[O:28][N:27]=1.O.C1(C)C=CC(S(O)(=O)=O)=CC=1>CN1CCCC1=O.C(OCC)(=O)C>[Cl:19][C:18]1[C:4]2[N:3]=[C:2]([NH:31][C:30]3[C:26]([CH3:25])=[N:27][O:28][C:29]=3[CH3:32])[N:6]([CH2:7][CH2:8][CH2:9][C:10]([O:12][CH2:13][CH3:14])=[O:11])[C:5]=2[C:15]([CH:20]([CH2:23][CH3:24])[CH2:21][CH3:22])=[CH:16][CH:17]=1 |f:2.3|. Procedure: A mixture of ethyl 4-[2,4-dichloro-7-(1-ethylpropyl)-1H-benzimidazol-1-yl]butanoate (Reference Example 33; 740 mg, 2.0 mmol), 3,5-dimethylisoxazol-4-amine (672 mg, 6.0 mmol) and p-toluenesulfonic acid monohydrate (380 mg, 2.0 mmol) in 1-methyl-2-pyrrolidinone (3 mL) was stirred at 130° C. for 16 hr. After cooling, the mixture was diluted with ethyl acetate, washed with aqueous sodium bicarbonate and brine, dried over anhydrous sodium sulfate and concentrated in vacuo. The residue was purified by... Reactants: NC=1C=C(C(=O)NC)C=CC1 (3-amino-N-methylbenzamide), ClC=1C2=C(N=CN1)NC=C2C(=O)C2=C(C=CC=C2)C ((4-chloro-7H-pyrrolo[2,3-d]pyrimidin-5-yl)(o-tolyl)methanone). The product is CNC(C1=CC(=CC=C1)NC=1C2=C(N=CN1)NC=C2C(C2=C(C=CC=C2)C)=O)=O (N-Methyl-3-((5-(2-methylbenzoyl)-7H-pyrrolo[2,3-d]pyrimidin-4-yl)amino)benzamide). Reaction SMILES: [NH2:1][C:2]1[CH:3]=[C:4]([CH:9]=[CH:10][CH:11]=1)[C:5]([NH:7][CH3:8])=[O:6].Cl[C:13]1[C:14]2[C:21]([C:22]([C:24]3[CH:29]=[CH:28][CH:27]=[CH:26][C:25]=3[CH3:30])=[O:23])=[CH:20][NH:19][C:15]=2[N:16]=[CH:17][N:18]=1>>[CH3:8][NH:7][C:5](=[O:6])[C:4]1[CH:9]=[CH:10][CH:11]=[C:2]([NH:1][C:13]2[C:14]3[C:21]([C:22](=[O:23])[C:24]4[CH:29]=[CH:28][CH:27]=[CH:26][C:25]=4[CH3:30])=[CH:20][NH:19][C:15]=3[N:16]=[CH:17][N:18]=2)[CH:3]=1. Procedure: N-Methyl-3-((5-(2-methylbenzoyl)-7H-pyrrolo[2,3-d]pyrimidin-4-yl)amino)benzamide was synthesized using 3-amino-N-methylbenzamide and ((4-chloro-7H-pyrrolo[2,3-d]pyrimidin-5-yl)(o-tolyl)methanone according to the general procedure A. An off-white solid was obtained. M.p.>300° C.; 400 MHz 1HNMR (DMSO-d6) δ 11.47 (s, 1H), 8.48-8.47 (m, 2H), 8.24-8.20 (m, 2H), 7.60 (s, 1H), 7.52-7.45 (m, 4H), 7.40-7.32 (m, 2H), 2.86 (d, J=4.4 Hz, 3H), 2.34 (s, 3H); LCMS [M+H] 386. Yields the product Cl.Cl.C(N)(=N)N1CCC(CC1)C(=O)N1[C@@H](C[C@@H](C1)C1CCN(CC1)S(=O)(=O)C)C=1NC(=CN1)C1=CC=C(C=C1)NC(OC)=O (methyl [4-(2-{(2S,4R)-1-[(1-carbamimidoyl-4-piperidinyl)carbonyl]-4-[1-(methylsulfonyl)-4-piperidinyl]-2-pyrrolidinyl}-1H-imidazol-5-yl)phenyl]carbamate dihydrochloride). Reaction SMILES: CC(OC(=O)[NH:7][C:8]([N:17]1[CH2:22][CH2:21][CH:20]([C:23]([N:25]2[CH2:29][C@@H:28]([CH:30]3[CH2:35][CH2:34][N:33]([S:36]([CH3:39])(=[O:38])=[O:37])[CH2:32][CH2:31]3)[CH2:27][C@H:26]2[C:40]2[NH:41][C:42]([C:45]3[CH:50]=[CH:49][C:48]([NH:51][C:52]([O:54][CH3:55])=[O:53])=[CH:47][CH:46]=3)=[CH:43][N:44]=2)=[O:24])[CH2:19][CH2:18]1)=[N:9]C(=O)OC(C)(C)C)(C)C.FC(F)(F)C(O)=O.[Cl:64]CCl>>[ClH:64].[ClH:64].[C:8]([N:17]1[CH2:18][CH2:19][CH:20]([C:23]([N:25]2[CH2:29][C@@H:28]([CH:30]3[CH2:31][CH2:32][N:33]([S:36]([CH3:39])(=[O:38])=[O:37])[CH2:34][CH2:35]3)[CH2:27][C@H:26]2[C:40]2[NH:41][C:42]([C:45]3[CH:50]=[CH:49][C:48]([NH:51][C:52](=[O:53])[O:54][CH3:55])=[CH:47][CH:46]=3)=[CH:43][N:44]=2)=[O:24])[CH2:21][CH2:22]1)(=[NH:7])[NH2:9] |f:3.4.5|. Reported procedure: To a solution of the compound prepared in Example 68 (0.067 g, 0.084 mmol) in dichloromethane (2 mL) at 0° C. was added trifluoroacetic acid (0.09 mL, 1.2 mmol). The reaction was warmed to room temperature and stirred for 4 h whereupon the solvent and excess trifluoroacetic acid was removed in vacuo. The resulting residue was dissolved in methanol (5 mL) and 6 M hydrochloric acid (0.70 mL) was added. The mixture was concentrated to dryness and the process repeated twice. The residue was triturat... Reactants: CC(C)(C)OC(NC(=NC(OC(C)(C)C)=O)N1CCC(CC1)C(=O)N1[C@@H](C[C@@H](C1)C1CCN(CC1)S(=O)(=O)C)C=1NC(=CN1)C1=CC=C(C=C1)NC(=O)OC)=O (bis(2-methyl-2-propanyl){[4-({(2S,4R)-2-(5-{4-[(methoxycarbonyl)amino]phenyl}-1H-imidazol-2-yl)-4-[1-(methylsulfonyl)-4-piperidinyl]-1-pyrrolidinyl}carbonyl)-1-piperidinyl]methylylidene}biscarbamate), FC(C(=O)O)(F)F (trifluoroacetic acid), ClCCl (dichloromethane), FC(C(=O)O)(F)F (trifluoroacetic acid). Yield: 96.0%. Starting materials: Cn1c(C(C)(C)C)cc(=NC(=O)c2cc(C(F)(F)F)ccc2F)n1CC1CCCO1, C1CCOC1, COC1CC(CO)C1. Yields the product COC1CC(COc2ccc(C(F)(F)F)cc2C(=O)N=c2cc(C(C)(C)C)n(C)n2CC2CCCO2)C1. As a reaction SMILES: [C:9]([CH3:10])([CH3:11])([CH3:12])[c:13]1[cH:14][c:15](=[N:25][C:26]([c:27]2[c:28]([F:37])[cH:29][cH:30][c:31]([C:33]([F:34])([F:35])[F:36])[cH:32]2)=[O:38])[n:16]([CH2:19][CH:20]2[O:21][CH2:22][CH2:23][CH2:24]2)[n:17]1[CH3:18].[CH2:39]1[O:40][CH2:41][CH2:42][CH2:43]1.[CH3:1][O:2][CH:3]1[CH2:4][CH:5]([CH2:7][OH:8])[CH2:6]1>>[CH3:1][O:2][CH:3]1[CH2:4][CH:5]([CH2:7][O:8][c:28]2[c:27]([C:26]([N:25]=[c:15]3[cH:14][c:13]([C:9]([CH3:10])([CH3:11])[CH3:12])[n:17]([CH3:18])[n:16]3[CH2:19][CH:20]3[O:21][CH2:22][CH2:23][CH2:24]3)=[O:38])[cH:32][c:31]([C:33]([F:34])([F:35])[F:36])[cH:30][cH:29]2)[CH2:6]1. Reactants: [H-].[Al+3].[Li+].[H-].[H-].[H-] (Lithium aluminum hydride), N1(CCC1)C(CCNC(OC(C)(C)C)=O)=O (tert-butyl (3-azetidin-1-yl-3-oxopropyl)carbamate), O (Water), [OH-].[Na+] (sodium hydroxide), O (water). Solvent: O1CCCC1 (tetrahydrofuran). Reaction conditions: temperature 100 celsius. Yields the product CNCCCN1CCC1 (Methyl-(3-azetidin-1-ylpropyl)amine). Yield: 82.6%. RXN SMILES: [H-].[Al+3].[Li+].[H-].[H-].[H-].[N:7]1([C:11](=O)[CH2:12][CH2:13][NH:14][C:15](=O)OC(C)(C)C)[CH2:10][CH2:9][CH2:8]1.O.[OH-].[Na+]>O1CCCC1>[CH3:15][NH:14][CH2:13][CH2:12][CH2:11][N:7]1[CH2:10][CH2:9][CH2:8]1 |f:0.1.2.3.4.5,8.9|. Reported procedure: Lithium aluminum hydride (2.98 g) was gradually added to a solution of tert-butyl (3-azetidin-1-yl-3-oxopropyl)carbamate (5.99 g) in tetrahydrofuran (150 ml) while stirring in an ice bath. The mixture was stirred under a nitrogen atmosphere, for 15 minutes in an ice bath and for 45 minutes at room temperature. It was then heated and stirred for 8 hours at 80° C. under a nitrogen atmosphere. The reaction mixture was further heated to reflux for 34 hours at 100° C. under a nitrogen atmosphere. It ...